This data is from the Open Reaction Database (ORD), a public repository of structured organic reaction records. The task is: describe an organic reaction: reactants, conditions, products, and yield Starting materials: CCCCC(=O)N(Cc1ccc(-c2ccccc2-c2nnn[nH]2)cc1)C1(C(=O)OCc2ccccc2)CCCCC1, CCOC(C)=O, C1COCCO1. Yields the product CCCCC(=O)N(Cc1ccc(-c2ccccc2-c2nnn[nH]2)cc1)C1(C(=O)O)CCCCC1. RXN SMILES: [CH2:1]([c:2]1[cH:3][cH:4][cH:5][cH:6][cH:7]1)[O:8][C:9](=[O:10])[C:11]1([N:17]([CH2:18][c:19]2[cH:20][cH:21][c:22](-[c:25]3[c:26](-[c:31]4[n:32][n:33][n:34][nH:35]4)[cH:27][cH:28][cH:29][cH:30]3)[cH:23][cH:24]2)[C:36]([CH2:37][CH2:38][CH2:39][CH3:40])=[O:41])[CH2:12][CH2:13][CH2:14][CH2:15][CH2:16]1.[CH3:42][CH2:43][O:44][C:45](=[O:46])[CH3:47].[O:48]1[CH2:49][CH2:50][O:51][CH2:52][CH2:53]1>>[O:8]=[C:9]([OH:10])[C:11]1([N:17]([CH2:18][c:19]2[cH:20][cH:21][c:22](-[c:25]3[c:26](-[c:31]4[nH:32][n:33][n:34][n:35]4)[cH:27][cH:28][cH:29][cH:30]3)[cH:23][cH:24]2)[C:36]([CH2:37][CH2:38][CH2:39][CH3:40])=[O:41])[CH2:12][CH2:13][CH2:14][CH2:15][CH2:16]1. The reactants are CCC(=O)NC1CC(n2cnc3c(NCC(c4ccc(O)cc4)c4ccc(O)cc4)nc(N4CCC(NC(=O)OC(C)(C)C)C4)nc32)C(O)C1O, ClCCl, O=C(O)C(F)(F)F, O=C(O)C(F)(F)F. The product is CCC(=O)NC1CC(n2cnc3c(NCC(c4ccc(O)cc4)c4ccc(O)cc4)nc(N4CCC(N)C4)nc32)C(O)C1O. As a reaction SMILES: [C:8]([O:9][C:10](=[O:11])[NH:14][CH:15]1[CH2:16][N:17]([c:20]2[n:21][c:22]([NH:41][CH2:42][CH:43]([c:44]3[cH:45][cH:46][c:47]([OH:50])[cH:48][cH:49]3)[c:51]3[cH:52][cH:53][c:54]([OH:57])[cH:55][cH:56]3)[c:23]3[n:24][cH:25][n:26]([CH:29]4[CH:30]([OH:40])[CH:31]([OH:39])[CH:32]([NH:34][C:35]([CH2:36][CH3:37])=[O:38])[CH2:33]4)[c:27]3[n:28]2)[CH2:18][CH2:19]1)([CH3:12])([CH3:13])[CH3:58].[Cl:59][CH2:60][Cl:61].[F:1][C:2]([F:3])([F:4])[C:5]([OH:6])=[O:7].[F:62][C:63]([F:64])([F:65])[C:66]([OH:67])=[O:68]>>[NH2:14][CH:15]1[CH2:16][N:17]([c:20]2[n:21][c:22]([NH:41][CH2:42][CH:43]([c:44]3[cH:45][cH:46][c:47]([OH:50])[cH:48][cH:49]3)[c:51]3[cH:52][cH:53][c:54]([OH:57])[cH:55][cH:56]3)[c:23]3[n:24][cH:25][n:26]([CH:29]4[CH:30]([OH:40])[CH:31]([OH:39])[CH:32]([NH:34][C:35]([CH2:36][CH3:37])=[O:38])[CH2:33]4)[c:27]3[n:28]2)[CH2:18][CH2:19]1. Reactants: OC1=CC=C(C(C(=O)O)=C1)N (5-hydroxyanthranilic acid), CO (methanol), C(OC)([O-])[O-] (methyl orthoformate), C(C)(=O)[O-].[NH4+] (ammonium acetate). The solvent is O (water). Conditions: time 3 hour. The product is OC=1C=C2C(NC=NC2=CC1)=O (6-hydroxyquinazolin-4-one). Yield: 74.0%. As a reaction SMILES: [OH:1][C:2]1[CH:10]=[C:6]([C:7](O)=[O:8])[C:5]([NH2:11])=[CH:4][CH:3]=1.C([O-])([O-])OC.C([O-])(=O)C.[NH4+:21].[CH3:22]O>O>[OH:1][C:2]1[CH:10]=[C:6]2[C:5](=[CH:4][CH:3]=1)[N:11]=[CH:22][NH:21][C:7]2=[O:8] |f:2.3|. Reported procedure: In a 10-mL volume stainless steel pressure-resistant vessel were placed 1.00 g (6.6 mmol) of 5-hydroxyanthranilic acid, 2.80 g (26.4 mmol) of methyl orthoformate, 2.00 g (26.4 mmol) of ammonium acetate, and 4.0 mL of methanol. The reaction was carried out at 120° C. for 3 hours. After the reaction was complete, the reaction mixture was cooled to room temperature, and 40 mL of water was added to the reaction mixture. The resulting aqueous mixture was stirred for 15 minutes and filtered to give 0.... Starting materials: CCCCCCCO, Cc1noc(CC(=O)O)n1, Cl, O. Product: CCCCCCCOC(=O)Cc1nc(C)no1. As a reaction SMILES: [CH2:2]([CH2:3][CH2:4][CH2:5][CH2:6][CH2:7][CH3:8])[OH:9].[CH3:10][c:11]1[n:12][o:13][c:14]([CH2:16][C:17](=[O:18])[OH:19])[n:15]1.[ClH:1].[OH2:20]>>[CH2:2]([CH2:3][CH2:4][CH2:5][CH2:6][CH2:7][CH3:8])[O:9][C:17]([CH2:16][c:14]1[o:13][n:12][c:11]([CH3:10])[n:15]1)=[O:18].